This data is from the Open Reaction Database (ORD), a public repository of structured organic reaction records. The task is: describe an organic reaction: reactants, conditions, products, and yield Reactants: IC1=CC(=CC2=C1N=C(S2)C2=CC=C(C=C2)OC)OC (4-Iodo-6-methoxy-2-(4-Methoxy-phenyl)-benzothiazole), Compound, Cl (hydrochloric acid). Run in B(Br)(Br)Br (boron tribromide). Reaction conditions: time 72 hour. Product: IC1=CC(=CC2=C1N=C(S2)C2=CC=C(C=C2)O)O (4-Iodo-6-hydroxy-2-(4-hydroxy-phenyl)-benzothiazole). As a reaction SMILES: [I:1][C:2]1[C:7]2[N:8]=[C:9]([C:11]3[CH:16]=[CH:15][C:14]([O:17]C)=[CH:13][CH:12]=3)[S:10][C:6]=2[CH:5]=[C:4]([O:19]C)[CH:3]=1.Cl>B(Br)(Br)Br>[I:1][C:2]1[C:7]2[N:8]=[C:9]([C:11]3[CH:12]=[CH:13][C:14]([OH:17])=[CH:15][CH:16]=3)[S:10][C:6]=2[CH:5]=[C:4]([OH:19])[CH:3]=1. Procedure: 4-Iodo-6-methoxy-2-(4-Methoxy-phenyl)-benzothiazole (175 mg, 0.44 mmol) [Compound of Example 1d] was suspended in boron tribromide (1M in methylene chloride, 3.5 mL) and stirred at room temp under nitrogen for 72.0 hr. Reaction was poured into aqueous hydrochloric acid (1M) and extracted with ethyl acetate. Ethyl acetate extracts were washed with: 1) hydrochloric acid (1.0M), 2) saturated brine and concentrated in vacuo. Washed solid was further purified by flash chromatography on silica affordi... Reaction conditions: time 2 hour. As a reaction SMILES: CC(C)([O-])C.[K+].Cl.[Cl-].[S:9]1[CH:13]=[C:12]([CH2:14][P+](C2C=CC=CC=2)(C2C=CC=CC=2)C2C=CC=CC=2)[N:11]2[CH:34]=[N:35][CH:36]=[C:10]12.[CH2:37]([O:40][C:41]([N:43]1[C@H:47]([CH:48]=O)[CH2:46][C@@H:45]([O:50][Si](C(C)(C)C)(C)C)[CH2:44]1)=[O:42])[CH:38]=[CH2:39].C(OCC)(=O)C>C1COCC1.CS(C)=O>[CH2:37]([O:40][C:41]([N:43]1[C@H:47]([CH:48]=[CH:14][C:12]2[N:11]3[CH:34]=[N:35][CH:36]=[C:10]3[S:9][CH:13]=2)[CH2:46][C@@H:45]([OH:50])[CH2:44]1)=[O:42])[CH:38]=[CH2:39] |f:0.1,2.3.4|. Starting materials: C(C=C)OC(=O)N1C[C@@H](C[C@H]1C=O)O[Si](C)(C)C(C)(C)C ((3R,5S)-1-allyloxycarbonyl-3-t-butyldimethylsilyloxy-5-formylpyrrolidine), CC(C)([O-])C.[K+] (Potassium-t-butoxide), Cl.[Cl-].S1C=2N(C(=C1)C[P+](C1=CC=CC=C1)(C1=CC=CC=C1)C1=CC=CC=C1)C=NC2 ((imidazo[5,1-b]thiazol-3-yl)methyltriphenylphosphonium chloride hydrochloride), C(C)(=O)OCC (Ethyl acetate). Isolated yield 53.4%. Reported procedure: Potassium-t-butoxide (1.95 g) is added to a solution of 4.09 g of (imidazo[5,1-b]thiazol-3-yl)methyltriphenylphosphonium chloride hydrochloride in 15 ml of THF and 15 ml of DMSO under ice cooling. The mixture is stirred for 2 hr, a solution of 2.9 g of (3R,5S)-1-allyloxycarbonyl-3-t-butyldimethylsilyloxy-5-formylpyrrolidine in 15 ml of THF is added thereto, and the mixture is stirred under ice cooling for 2 hr. Ethyl acetate is added to the reaction mixture, the mixture is successively washed wi... Product: C(C=C)OC(=O)N1C[C@@H](C[C@H]1C=CC=1N2C(SC1)=CN=C2)O ((3R,5S)-1-allyloxycarbonyl-3-hydroxy-5-[2-(imidazo[5,1-b]thiazol-3-yl)ethenyl]pyrrolidine). Run in C1CCOC1 (THF), C1CCOC1 (THF), CS(=O)C (DMSO). The reactants are C=CCN1CC(C)NCC1C, CC(C)=O, ClCCCI, [K+], [K+], O=C([O-])[O-]. The product is C=CCN1CC(C)N(CCCCl)CC1C. Reaction SMILES: [CH2:1]([CH:2]=[CH2:3])[N:4]1[CH:5]([CH3:11])[CH2:6][NH:7][CH:8]([CH3:10])[CH2:9]1.[CH3:23][C:24](=[O:25])[CH3:26].[Cl:12][CH2:13][CH2:14][CH2:15][I:16].[K+:17].[K+:18].[O-:19][C:20]([O-:21])=[O:22]>>[CH2:1]([CH:2]=[CH2:3])[N:4]1[CH:5]([CH3:11])[CH2:6][N:7]([CH2:15][CH2:14][CH2:13][Cl:12])[CH:8]([CH3:10])[CH2:9]1. Product: C(=O)(O)CN1CC(=CC(C1)C)C#N (1-Carboxymethyl-3-cyano-5-methyl-1,2,5,6-tetrahydropyridine). As a reaction SMILES: [C:1]([CH2:4][N:5]1[CH2:10][CH:9]([CH3:11])[C:8](Cl)=[C:7]([C:13]#[N:14])[CH2:6]1)([OH:3])=[O:2].N(C(C)(C)C#N)=NC(C)(C)C#N.C([SnH](CCCC)CCCC)CCC>C1(C)C=CC=CC=1>[C:1]([CH2:4][N:5]1[CH2:10][CH:9]([CH3:11])[CH:8]=[C:7]([C:13]#[N:14])[CH2:6]1)([OH:3])=[O:2]. Procedure: To a solution of 43 (24 g, 0.105 mol) in toluene (400 ml) was added azobisisobutyronitrile (6 g) and tri-n-butyltin hydride (90 g). The mixture was refluxed overnight and then evaporated in vacuo. Elution from a column of silica gel with ethyl acetate-heptane (1:2) gave the title compound as an oil. Yield: 10.4 g (0.0538 mol, 51%). Solvent: C1(=CC=CC=C1)C (toluene). Reactants: C(=O)(O)CN1CC(=C(C(C1)C)Cl)C#N (1-Carboxymethyl-4-chloro-3-cyano-5-methyl-1,2,5,6-tetrahydropyridine), N(=NC(C#N)(C)C)C(C#N)(C)C (azobisisobutyronitrile), C(CCC)[SnH](CCCC)CCCC (tri-n-butyltin hydride). Reaction SMILES: [CH2:1]([O:8][C:9]1[CH:10]=[C:11]([C:15]2[CH2:19][C:18]([CH2:25][C:26]([O:28]CCCC)=[O:27])([CH2:20][C:21]([O:23]C)=[O:22])[O:17][N:16]=2)[CH:12]=[CH:13][CH:14]=1)[C:2]1[CH:7]=[CH:6][CH:5]=[CH:4][CH:3]=1.C1COCC1.[OH-].[Na+].Cl>CO>[CH2:1]([O:8][C:9]1[CH:10]=[C:11]([C:15]2[CH2:19][C:18]([CH2:25][C:26]([OH:28])=[O:27])([CH2:20][C:21]([OH:23])=[O:22])[O:17][N:16]=2)[CH:12]=[CH:13][CH:14]=1)[C:2]1[CH:3]=[CH:4][CH:5]=[CH:6][CH:7]=1 |f:2.3|. Reactants: Cl (hydrochloric acid), C(C1=CC=CC=C1)OC=1C=C(C=CC1)C1=NOC(C1)(CC(=O)OC)CC(=O)OCCCC (butyl methyl 2,2′-(3-(3-(benzyloxy)phenyl)-4,5-dihydro-1,2-oxazole-5,5-diyl)diacetate), C1CCOC1 (THF), [OH-].[Na+] (sodium hydroxide). The solvent is CO (methanol). Isolated yield 91.7%. The product is C(C1=CC=CC=C1)OC=1C=C(C=CC1)C1=NOC(C1)(CC(=O)O)CC(=O)O (2,2′-(3-(3-(Benzyloxy)phenyl)-4,5-dihydro-1,2-oxazole-5,5-diyl)diacetic acid). Procedure details: A mixture of butyl methyl 2,2′-(3-(3-(benzyloxy)phenyl)-4,5-dihydro-1,2-oxazole-5,5-diyl)diacetate (1.02 g), THF (15 mL), methanol (15 mL), and a 1 M aqueous sodium hydroxide solution (15 mL) was stirred overnight at room temperature. The reaction mixture was neutralized with 1 M hydrochloric acid at 0 C, followed by extraction with ethyl acetate. The extract was washed with brine and dried over anhydrous magnesium sulfate, and then, the solvent was distilled off under reduced pressure to obtain... The reactants are CI, CO, C[O-], [Na+], SCc1ccccc1-c1ccccc1. Yields the product CSCc1ccccc1-c1ccccc1. As a reaction SMILES: [CH3:15][I:16].[CH3:17][OH:18].[CH3:19][O-:20].[Na+:21].[c:1]1(-[c:9]2[cH:10][cH:11][cH:12][cH:13][cH:14]2)[c:2]([CH2:7][SH:8])[cH:3][cH:4][cH:5][cH:6]1>>[c:1]1(-[c:9]2[cH:10][cH:11][cH:12][cH:13][cH:14]2)[c:2]([CH2:7][S:8][CH3:15])[cH:3][cH:4][cH:5][cH:6]1. The reactants are CCOC(=O)c1ccc(Br)cc1F, O=C([O-])[O-], Cc1ccccc1, O=C(C=Cc1ccccc1)C=Cc1ccccc1, O=C(C=Cc1ccccc1)C=Cc1ccccc1, O=C(C=Cc1ccccc1)C=Cc1ccccc1, [Cs+], [Cs+], Nc1ccccc1[N+](=O)[O-], O, [Pd], [Pd], c1ccc(P(c2ccccc2)c2ccc3ccccc3c2-c2c(P(c3ccccc3)c3ccccc3)ccc3ccccc23)cc1. The product is CCOC(=O)c1ccc(Nc2ccccc2[N+](=O)[O-])cc1F. RXN SMILES: [Br:1][c:2]1[cH:3][c:4]([F:13])[c:5]([C:6](=[O:7])[O:8][CH2:9][CH3:10])[cH:11][cH:12]1.[C:24](=[O:25])([O-:26])[O-:27].[CH3:133][c:134]1[cH:135][cH:136][cH:137][cH:138][cH:139]1.[CH:114](=[CH:115][C:116]([CH:117]=[CH:118][c:119]1[cH:120][cH:121][cH:122][cH:123][cH:124]1)=[O:125])[c:126]1[cH:127][cH:128][cH:129][cH:130][cH:131]1.[CH:78](=[CH:79][C:80]([CH:81]=[CH:82][c:83]1[cH:84][cH:85][cH:86][cH:87][cH:88]1)=[O:89])[c:90]1[cH:91][cH:92][cH:93][cH:94][cH:95]1.[CH:96](=[CH:97][C:98]([CH:99]=[CH:100][c:101]1[cH:102][cH:103][cH:104][cH:105][cH:106]1)=[O:107])[c:108]1[cH:109][cH:110][cH:111][cH:112][cH:113]1.[Cs+:28].[Cs+:29].[N+:14](=[O:15])([O-:16])[c:17]1[c:18]([NH2:19])[cH:20][cH:21][cH:22][cH:23]1.[OH2:132].[Pd:76].[Pd:77].[c:30]1([P:31]([c:32]2[cH:33][cH:34][cH:35][cH:36][cH:37]2)[c:38]2[cH:39][cH:40][c:41]3[c:42]([cH:43][cH:44][cH:45][cH:46]3)[c:47]2-[c:48]2[c:49]3[c:50]([cH:51][cH:52][cH:53][cH:54]3)[cH:55][cH:56][c:57]2[P:58]([c:59]2[cH:60][cH:61][cH:62][cH:63][cH:64]2)[c:65]2[cH:66][cH:67][cH:68][cH:69][cH:70]2)[cH:71][cH:72][cH:73][cH:74][cH:75]1>>[c:2]1([NH:19][c:18]2[c:17]([N+:14](=[O:15])[O-:16])[cH:23][cH:22][cH:21][cH:20]2)[cH:3][c:4]([F:13])[c:5]([C:6](=[O:7])[O:8][CH2:9][CH3:10])[cH:11][cH:12]1. Starting materials: BrC=1C=C2C(=CC1)OC=1C=NC(=CC1[C@]21COCC(=N1)N)OC ((S)-7-bromo-3-methoxy-2′,6′-dihydrospiro[chromeno[2,3-c]pyridine-5,3′-[1,4]oxazin]-5′-amine), FC1=NC=CC=C1B(O)O (2-fluoropyridin-3-ylboronic acid), P(=O)([O-])([O-])[O-].[K+].[K+].[K+] (potassium phosphate). The reagents and catalysts are CC(C)(C)P(C1=CC=C(C=C1)N(C)C)C(C)(C)C.CC(C)(C)P(C1=CC=C(C=C1)N(C)C)C(C)(C)C.Cl[Pd]Cl (bis(di-tert-butyl(4-dimethylaminophenyl)phosphine)dichloropalladium(II)). Reaction conditions: temperature 100 celsius. Yields the product FC1=NC=CC=C1C=1C=C2C(=CC1)OC=1C=NC(=CC1[C@]21COCC(=N1)N)OC ((S)-7-(2-fluoropyridin-3-yl)-3-methoxy-2′,6′-dihydrospiro[chromeno[2,3-c]pyridine-5,3′-[1,4]oxazin]-5′-amine). The yield is 95.8%. Reaction SMILES: Br[C:2]1[CH:3]=[C:4]2[C@:15]3([N:20]=[C:19]([NH2:21])[CH2:18][O:17][CH2:16]3)[C:14]3[CH:13]=[C:12]([O:22][CH3:23])[N:11]=[CH:10][C:9]=3[O:8][C:5]2=[CH:6][CH:7]=1.[F:24][C:25]1[C:30](B(O)O)=[CH:29][CH:28]=[CH:27][N:26]=1.P([O-])([O-])([O-])=O.[K+].[K+].[K+]>CC(P(C(C)(C)C)C1C=CC(N(C)C)=CC=1)(C)C.CC(P(C(C)(C)C)C1C=CC(N(C)C)=CC=1)(C)C.Cl[Pd]Cl>[F:24][C:25]1[C:30]([C:2]2[CH:3]=[C:4]3[C@:15]4([N:20]=[C:19]([NH2:21])[CH2:18][O:17][CH2:16]4)[C:14]4[CH:13]=[C:12]([O:22][CH3:23])[N:11]=[CH:10][C:9]=4[O:8][C:5]3=[CH:6][CH:7]=2)=[CH:29][CH:28]=[CH:27][N:26]=1 |f:2.3.4.5,6.7.8|. Reported procedure: A microwave vial was charged with (S)-7-bromo-3-methoxy-2′,6′-dihydrospiro[chromeno[2,3-c]pyridine-5,3′-[1,4]oxazin]-5′-amine (0.065 g, 0.173 mmol), 2-fluoropyridin-3-ylboronic acid (0.049 g, 0.346 mmol), potassium phosphate (0.110 g, 0.518 mmol), and bis(di-tert-butyl(4-dimethylaminophenyl)phosphine)dichloropalladium(II) (6.12 mg, 8.64 μmol). The vial was flushed with Ar (g), dioxane (0.648 mL) and water (0.216 mL) were added in sequence. The vial was sealed and heated in a Biotage Initiator mi... Starting materials: compound 107, FC1=C(N)C(=CC=C1)F (2,6-difluoroaniline), NC1=CC=CC=C1 (aniline), [N+](=O)([O-])C1=C(C(=O)O)C=C(C=C1)C (2-nitro-5-methylbenzoic acid), FC1=C(C(=O)O)C(=CC=C1)[N+](=O)[O-] (2-fluoro-6-nitrobenzoic acid). The product is FC1=C(C(=CC=C1)F)NC(C1=C(C=CC=C1[N+](=O)[O-])C)=O (N-(2,6-difluoro-phenyl)-2-methyl-6-nitro-benzamide). Reaction SMILES: [N+:1]([C:4]1[CH:12]=[CH:11][C:10](C)=[CH:9][C:5]=1[C:6]([OH:8])=O)([O-:3])=[O:2].F[C:15]1C=CC=C([N+]([O-])=O)C=1C(O)=O.[F:27][C:28]1[CH:34]=[CH:33][CH:32]=[C:31]([F:35])[C:29]=1[NH2:30].NC1C=CC=CC=1>>[F:27][C:28]1[CH:34]=[CH:33][CH:32]=[C:31]([F:35])[C:29]=1[NH:30][C:6](=[O:8])[C:5]1[C:4]([N+:1]([O-:3])=[O:2])=[CH:12][CH:11]=[CH:10][C:9]=1[CH3:15]. Reported procedure: Compound 118a was prepared following the preparation procedure described above with respect to compound 107, but 2-nitro-5-methylbenzoic acid was substituted for 2-fluoro-6-nitrobenzoic acid and 2,6-difluoroaniline was substituted for aniline.